Dataset: the Open Reaction Database (ORD), a public repository of structured organic reaction records. Task: describe an organic reaction: reactants, conditions, products, and yield Reactants: [Li+].CC(C)[N-]C(C)C (LDA), COC(C1=C(N=C(C=C1OC)C1=C(C=CC=C1CC)CC)C)=O (6-(2,6-diethyl-phenyl)-4-methoxy-2-methyl-nicotinic acid methyl ester), CI (Methyl iodide). Run at temperature 78 celsius, time 30 minute. Yields the product COC(C1=C(N=C(C=C1OC)C1=C(C=CC=C1CC)CC)CC)=O (6-(2,6-diethyl-phenyl)-2-ethyl-4-methoxy-nicotinic acid methyl ester). As a reaction SMILES: [Li+].[CH3:2]C([N-]C(C)C)C.[CH3:9][O:10][C:11](=[O:31])[C:12]1[C:17]([O:18][CH3:19])=[CH:16][C:15]([C:20]2[C:25]([CH2:26][CH3:27])=[CH:24][CH:23]=[CH:22][C:21]=2[CH2:28][CH3:29])=[N:14][C:13]=1[CH3:30].CI>>[CH3:9][O:10][C:11](=[O:31])[C:12]1[C:17]([O:18][CH3:19])=[CH:16][C:15]([C:20]2[C:25]([CH2:26][CH3:27])=[CH:24][CH:23]=[CH:22][C:21]=2[CH2:28][CH3:29])=[N:14][C:13]=1[CH2:30][CH3:2] |f:0.1|. Procedure details: LDA (19 mg, 89 μL of 2 M solution in THF, 0.18 mmol) at −78° C. is added to a solution of 6-(2,6-diethyl-phenyl)-4-methoxy-2-methyl-nicotinic acid methyl ester (27 mg, 0.086 mmol). The mixture is stirred for 30 minutes at 78° C. Methyl iodide (15 μL, 0.24 mmol) is added and the resulting yellow mixture is stirred for 10 minutes at −78° C. After quenching with saturated NH4Cl the mixture is extracted with EtOAc. The combined extracts are dried, concentrated, and purified by flash-chromatography t... Reactants: C(CC(O)(C(=O)O)CC(=O)O)(=O)O (citric acid), CC(C)C[AlH]CC(C)C (DIBAL), N1=C(N=CC=C1)C1=CC=C(C=C1)/C=C/C=O ((2E)-3-[4-(2-Pyrimidinyl)phenyl]-2-propenal), CO (methanol). The solvent is ClCCl (dichloromethane), ClCCl (dichloromethane). Run at temperature -78 celsius, time 30 minute. Product: N1=C(N=CC=C1)C1=CC=C(C=C1)/C=C/CO ((2E)-3-[4-(2-Pyrimidinyl)phenyl]-2-propen-1-ol). Isolated yield 82.4%. As a reaction SMILES: CC(C[AlH]CC(C)C)C.[N:10]1[CH:15]=[CH:14][CH:13]=[N:12][C:11]=1[C:16]1[CH:21]=[CH:20][C:19](/[CH:22]=[CH:23]/[CH:24]=[O:25])=[CH:18][CH:17]=1.CO.C(O)(=O)CC(CC(O)=O)(C(O)=O)O>ClCCl>[N:10]1[CH:15]=[CH:14][CH:13]=[N:12][C:11]=1[C:16]1[CH:21]=[CH:20][C:19](/[CH:22]=[CH:23]/[CH2:24][OH:25])=[CH:18][CH:17]=1. Reported procedure: DIBAL (1.0 M in THF, 18.0 mL) was added over 10 min to a −78° C. suspension of (2E)-3-[4-(2-pyrimidinyl)phenyl]-2-propenal (2.50 g, 11.89 mmol, prepared as described in Reference Example 29) in dichloromethane (100 mL). The resulting suspension was stirred for 30 min at −78° C., methanol (2 mL) was added cautiously, and stirring was continued for 5 min at −78° C. The mixture was poured into a mixture of 10% aq. citric acid (300 mL) and dichloromethane (200 mL) and allowed to stir for 1 h. The or... Starting materials: C(#N)C1=C(C=CC=C1)S(=O)(=O)N1C=C(C(=C1C=1C(=NC=CC1)F)F)CN(C(OC(C)(C)C)=O)C (tert-Butyl {[1-[(2-cyanophenyl)sulfonyl]-4-fluoro-5-(2-fluoropyridin-3-yl)-1H-pyrrol-3-yl]methyl}methylcarbamate), C(C)(=O)OCC.Cl (hydrogen chloride-ethyl acetate). The solvent is C(C)(=O)OCC (ethyl acetate), C(C)O (ethanol). Conditions: time 2 hour. Yields the product Cl.FC1=C(N(C=C1CNC)S(=O)(=O)C1=C(C#N)C=CC=C1)C=1C(=NC=CC1)F (2-({3-fluoro-2-(2-fluoropyridin-3-yl)-4-[(methylamino)methyl]-1H-pyrrol-1-yl}sulfonyl)benzonitrile hydrochloride). Isolated yield 90.0%. Reaction SMILES: [C:1]([C:3]1[CH:8]=[CH:7][CH:6]=[CH:5][C:4]=1[S:9]([N:12]1[C:16]([C:17]2[C:18]([F:23])=[N:19][CH:20]=[CH:21][CH:22]=2)=[C:15]([F:24])[C:14]([CH2:25][N:26](C)[C:27](=O)OC(C)(C)C)=[CH:13]1)(=[O:11])=[O:10])#[N:2].C(OCC)(=O)C.[ClH:41]>C(OCC)(=O)C.C(O)C>[ClH:41].[F:24][C:15]1[C:14]([CH2:25][NH:26][CH3:27])=[CH:13][N:12]([S:9]([C:4]2[CH:5]=[CH:6][CH:7]=[CH:8][C:3]=2[C:1]#[N:2])(=[O:11])=[O:10])[C:16]=1[C:17]1[C:18]([F:23])=[N:19][CH:20]=[CH:21][CH:22]=1 |f:1.2,5.6|. Reported procedure: tert-Butyl {[1-[(2-cyanophenyl)sulfonyl]-4-fluoro-5-(2-fluoropyridin-3-yl)-1H-pyrrol-3-yl]methyl}methylcarbamate (238 mg) was dissolved in ethyl acetate (1 mL) and ethanol (1 mL), and 4 mol/L hydrogen chloride-ethyl acetate solution (2 mL) was added. After stirring at room temperature for 2 hr, the reaction mixture was concentrated under reduced pressure, and the residue was recrystallized from a mixed solvent of ethyl acetate-ethanol=3:1 to give the title compound as colorless crystals (yield 1...